This data is from the Open Reaction Database (ORD), a public repository of structured organic reaction records. The task is: describe an organic reaction: reactants, conditions, products, and yield Procedure: Fluorene (23.27 g, 140 mmol) was dissolved in 100 mL diethyl ether and the solution was cooled to −78° C. Methyllithium (1.4M in diethyl ether, 140 mL) was added dropwise to the stirred solution while maintaining the temperature at −78° C. After the addition was complete, the solution was allowed to warm to room temperature. Stirring was continued overnight. In a separate flask, di-n-butyldichlorosilane (14.9 g, 70 mmol) was dissolved in 50 mL diethyl ether. The temperature was reduced to −78° C... RXN SMILES: [CH:1]1[C:13]2[CH2:12][C:11]3[C:6](=[CH:7][CH:8]=[CH:9][CH:10]=3)[C:5]=2[CH:4]=[CH:3][CH:2]=1.C[Li].[CH2:16]([Si:20]([CH2:23][CH2:24][CH2:25][CH3:26])(Cl)Cl)[CH2:17][CH2:18][CH3:19].[Cl-].[NH4+]>C(OCC)C>[CH2:16]([Si:20]([CH2:12][CH2:11][CH2:10][CH3:9])([CH:23]1[C:13]2[CH:1]=[CH:2][CH:3]=[CH:4][C:5]=2[C:6]2[C:24]1=[CH:25][CH:26]=[CH:8][CH:7]=2)[CH:12]1[C:11]2[CH:10]=[CH:9][CH:8]=[CH:7][C:6]=2[C:5]2[C:13]1=[CH:1][CH:2]=[CH:3][CH:4]=2)[CH2:17][CH2:18][CH3:19] |f:3.4|. Product: C(CCC)[Si](C1C2=CC=CC=C2C=2C=CC=CC12)(C1C2=CC=CC=C2C=2C=CC=CC12)CCCC (di(n-butyl)bis(9-fluorenyl)silane). Reaction conditions: temperature -78 celsius, time 8 hour. Solvent: C(C)OCC (diethyl ether), C(C)OCC (diethyl ether). Reactants: C(CCC)[Si](Cl)(Cl)CCCC (di-n-butyldichlorosilane), C1=CC=CC=2C3=CC=CC=C3CC12 (fluorene), C1=CC=CC=2C3=CC=CC=C3CC12 (Fluorene), C[Li] (Methyllithium), [Cl-].[NH4+] (ammonium chloride). Starting materials: BrC1=NN(C(=N1)C(C)O)C (1-(3-bromo-1-methyl-1H-1,2,4-triazol-5-yl)ethanol), N1=CC=CC=C1 (pyridine), CC(=O)OI1(C=2C=CC=CC2C(=O)O1)(OC(=O)C)OC(=O)C (Dess-Martin periodinane). The solvent is ClCCl (dichloromethane), ClCCl (dichloromethane). Conditions: temperature 0 celsius, time 4 hour. Product: BrC=1N=C(N(N1)C)C(C)=O (1-(5-bromo-2-methyl-2H-[1,2,4]triazol-3-yl)-ethanone). Isolated yield 58.4%. Reaction SMILES: [Br:1][C:2]1[N:6]=[C:5]([CH:7]([OH:9])[CH3:8])[N:4]([CH3:10])[N:3]=1.N1C=CC=CC=1.CC(OI1(OC(C)=O)(OC(C)=O)OC(=O)C2C=CC=CC1=2)=O>ClCCl>[Br:1][C:2]1[N:6]=[C:5]([C:7](=[O:9])[CH3:8])[N:4]([CH3:10])[N:3]=1. Reported procedure: A solution of 1-(3-bromo-1-methyl-1H-1,2,4-triazol-5-yl)ethanol (1.639 g, 7.95 mmol, Eq: 1.00) and pyridine (944 mg, 965 μl, 11.9 mmol, Eq: 1.5) in dichloromethane (237 ml) was cooled to 0° C. then Dess-Martin periodinane (15% in dichloromethane, 24.7 g, 8.75 mmol, Eq: 1.1) was added. The resulting mixture was stirred for 4 hours at 0° C. under nitrogen atmosphere. The mixture was diluted with dichloromethane and washed with sat. sodium hydrogen carbonate. The organic layer was separated, dried ... Reactants: C(=O)(Cl)Cl (Phosgene), ClC1=CC(=C(C=C1)CCO)[N+](=O)[O-] (2-(4-chloro-2-nitrophenyl)ethanol). Solvent: C1CCOC1 (THF). Reaction conditions: time 2.5 hour. Product: ClC1=CC(=C(C=C1)CCOC(=O)Cl)[N+](=O)[O-] (2-(4-chloro-2-nitrophenyl)ethoxycarbonyl chloride). The yield is 95.0%. RXN SMILES: [C:1]([Cl:4])(Cl)=[O:2].[Cl:5][C:6]1[CH:11]=[CH:10][C:9]([CH2:12][CH2:13][OH:14])=[C:8]([N+:15]([O-:17])=[O:16])[CH:7]=1>C1COCC1>[Cl:5][C:6]1[CH:11]=[CH:10][C:9]([CH2:12][CH2:13][O:14][C:1]([Cl:4])=[O:2])=[C:8]([N+:15]([O-:17])=[O:16])[CH:7]=1. Procedure details: Phosgene was introduced in a solution of 2-(4-chloro-2-nitrophenyl)ethanol (6.8 g, 34 mmol) in THF (50 ml, dist. over CaH2) at room temperature. After 2.5 h, the excess phosgene and the solvent were removed by distillation in a high vacuum. 2-(4-chloro-2-nitrophenyl)ethoxycarbonyl chloride (8.53 g, 95%) was obtained as a yellow oil.